This data is from the Open Reaction Database (ORD), a public repository of structured organic reaction records. The task is: describe an organic reaction: reactants, conditions, products, and yield Starting materials: CCN=C=NCCCN(C)C, O=C(O)C=Cc1cnc(NC2CCCN(C3CCCCC3)C2)cn1, NOC1CCCCO1, CN(C)C=O, On1nnc2ccccc21. Product: O=C(C=Cc1cnc(NC2CCCN(C3CCCCC3)C2)cn1)NOC1CCCCO1. As a reaction SMILES: [CH3:43][CH2:44][N:45]=[C:46]=[N:47][CH2:48][CH2:49][CH2:50][N:51]([CH3:52])[CH3:53].[CH:1]1([N:7]2[CH2:8][CH:9]([NH:13][c:14]3[n:15][cH:16][c:17]([CH:20]=[CH:21][C:22](=[O:23])[OH:24])[n:18][cH:19]3)[CH2:10][CH2:11][CH2:12]2)[CH2:2][CH2:3][CH2:4][CH2:5][CH2:6]1.[O:25]1[CH:26]([O:31][NH2:32])[CH2:27][CH2:28][CH2:29][CH2:30]1.[O:54]=[CH:55][N:56]([CH3:57])[CH3:58].[OH:33][n:34]1[c:35]2[c:36]([cH:37][cH:38][cH:39][cH:40]2)[n:41][n:42]1>>[CH:1]1([N:7]2[CH2:8][CH:9]([NH:13][c:14]3[n:15][cH:16][c:17]([CH:20]=[CH:21][C:22](=[O:24])[NH:32][O:31][CH:26]4[O:25][CH2:30][CH2:29][CH2:28][CH2:27]4)[n:18][cH:19]3)[CH2:10][CH2:11][CH2:12]2)[CH2:2][CH2:3][CH2:4][CH2:5][CH2:6]1. Starting materials: [H-].[Na+] (sodium hydride), COC1=C(C(=C(C2=C1C(C=C(O2)C)=O)OC)O)C(=O)OC (methyl 5,8-dimethoxy-7-hydroxy-2-methyl-4-oxo-4H-1-benzopyran-6-carboxylate), 11, IC (iodomethane), [H-].[Na+] (sodium hydride), CO (methanol). The solvent is C(C)OCC (diethyl ether), O (water), CN(C=O)C (dimethylformamide). Conditions: time 2 hour. Yields the product CC=1OC2=C(C(C1)=O)C(=C(C(=C2OC)OC)C(=O)OC)OC (Methyl 2-Methyl-4-Oxo-5,7,8-Trimethoxy-4H-1-Benzopyran-6-Carboxylate). Isolated yield 76.5%. As a reaction SMILES: [H-].[Na+].[CH3:3][O:4][C:5]1[C:10]2[C:11](=[O:16])[CH:12]=[C:13]([CH3:15])[O:14][C:9]=2[C:8]([O:17][CH3:18])=[C:7]([OH:19])[C:6]=1[C:20]([O:22][CH3:23])=[O:21].I[CH3:25].CO>CN(C)C=O.C(OCC)C.O>[CH3:15][C:13]1[O:14][C:9]2[C:8]([O:17][CH3:18])=[C:7]([O:19][CH3:25])[C:6]([C:20]([O:22][CH3:23])=[O:21])=[C:5]([O:4][CH3:3])[C:10]=2[C:11](=[O:16])[CH:12]=1 |f:0.1|. Procedure: With protection from moisture, 0.42 g (10.6 mmol) of sodium hydride (60% dispersion) is slowly added at 60° C., with stirring, to 3.10 g (10.6 mmol) of methyl 5,8-dimethoxy-7-hydroxy-2-methyl-4-oxo-4H-1-benzopyran-6-carboxylate dissolved in 50 ml of anhydrous dimethylformamide. After a contact period of 11/2 hours, 1.30 ml (21.2 mmol) of iodomethane are added to the reaction mixture and stirring is continued for 2 hours. After decomposition of the excess sodium hydride by the addition of methano... The reactants are CN(C(=O)SC1=C(C=O)C=CC=C1OC)C (2-(N,N-dimethylcarbamoylthio)-3-methoxybenzaldehyde), [OH-].[Na+] (sodium hydroxide), O (water), CO (methanol). Product: COC1=CC=CC2=C1SC(=C2)C(=O)O (7-methoxybenzo[b]thiophene-2-carboxylic acid). Reaction SMILES: CN(C)[C:3]([S:5][C:6]1[C:13]([O:14][CH3:15])=[CH:12][CH:11]=[CH:10][C:7]=1[CH:8]=O)=O.[OH-:17].[Na+].[OH2:19].[CH3:20]O>>[CH3:15][O:14][C:13]1[C:6]2[S:5][C:3]([C:20]([OH:19])=[O:17])=[CH:8][C:7]=2[CH:10]=[CH:11][CH:12]=1 |f:1.2|. Procedure: A mixture of 2-(N,N-dimethylcarbamoylthio)-3-methoxybenzaldehyde (6.7 g), sodium hydroxide (1.4 g), water (13 ml) and methanol (27 ml) was heated under reflux under nitrogen for 1 hour then cooled to ambient temperature and washed with dichloromethane (20 ml). Water (10 ml), methanol (10 ml) and sodium chloroacetate (3.25 g) were added, the mixture was heated under reflux for 8 hours, then it was cooled to ambient temperature and acidified by the addition of 5M hydrochloric acid (15 ml). The pro... The reactants are Clc1ccc2c(c1)CC(N1CCNCC1)c1ccccc1O2, O=C1CCCN1CCCl. The product is O=C1CCCN1CCN1CCN(C2Cc3cc(Cl)ccc3Oc3ccccc32)CC1. As a reaction SMILES: [Cl:1][c:2]1[cH:3][c:4]2[c:5]([cH:21][cH:22]1)[O:6][c:7]1[c:8]([cH:17][cH:18][cH:19][cH:20]1)[CH:9]([N:11]1[CH2:12][CH2:13][NH:14][CH2:15][CH2:16]1)[CH2:10]2.[Cl:23][CH2:24][CH2:25][N:26]1[C:27](=[O:31])[CH2:28][CH2:29][CH2:30]1>>[Cl:1][c:2]1[cH:3][c:4]2[c:5]([cH:21][cH:22]1)[O:6][c:7]1[c:8]([cH:17][cH:18][cH:19][cH:20]1)[CH:9]([N:11]1[CH2:12][CH2:13][N:14]([CH2:24][CH2:25][N:26]3[C:27](=[O:31])[CH2:28][CH2:29][CH2:30]3)[CH2:15][CH2:16]1)[CH2:10]2. Yields the product Cn1cncc1C(O)(c1ccc(CO)cc1)c1ccc2c(c1)c(-c1cccc(Cl)c1)cc(=O)n2C. Reactants: [BH4-], C1CCOC1, Cn1cncc1C(O)(c1ccc(C=O)cc1)c1ccc2c(c1)c(-c1cccc(Cl)c1)cc(=O)n2C, [Na+], O. As a reaction SMILES: [BH4-:1].[CH2:39]1[O:40][CH2:41][CH2:42][CH2:43]1.[Cl:3][c:4]1[cH:5][c:6](-[c:10]2[cH:11][c:12](=[O:37])[n:13]([CH3:36])[c:14]3[cH:15][cH:16][c:17]([C:20]([c:21]4[cH:22][cH:23][c:24]([CH:25]=[O:26])[cH:27][cH:28]4)([c:29]4[cH:30][n:31][cH:32][n:33]4[CH3:34])[OH:35])[cH:18][c:19]23)[cH:7][cH:8][cH:9]1.[Na+:2].[OH2:38]>>[Cl:3][c:4]1[cH:5][c:6](-[c:10]2[cH:11][c:12](=[O:37])[n:13]([CH3:36])[c:14]3[cH:15][cH:16][c:17]([C:20]([c:21]4[cH:22][cH:23][c:24]([CH2:25][OH:26])[cH:27][cH:28]4)([c:29]4[cH:30][n:31][cH:32][n:33]4[CH3:34])[OH:35])[cH:18][c:19]23)[cH:7][cH:8][cH:9]1. Starting materials: C(C)(=O)OC1CCC2=C(C=CC=C12)N1C=CC=C1 (4-(1-pyrrolyl)-1-indanyl acetate), [OH-].[K+] (potassium hydroxide). Solvent: O (water), C(C)O (ethanol). Yields the product N1(C=CC=C1)C1=C2CCC(C2=CC=C1)O (4-(1-pyrrolyl)-1-indanol). Yield: 27.0%. As a reaction SMILES: C([O:4][CH:5]1[C:13]2[C:8](=[C:9]([N:14]3[CH:18]=[CH:17][CH:16]=[CH:15]3)[CH:10]=[CH:11][CH:12]=2)[CH2:7][CH2:6]1)(=O)C.[OH-].[K+]>O.C(O)C>[N:14]1([C:9]2[CH:10]=[CH:11][CH:12]=[C:13]3[C:8]=2[CH2:7][CH2:6][CH:5]3[OH:4])[CH:15]=[CH:16][CH:17]=[CH:18]1 |f:1.2|. Reported procedure: In the manner of Example 1, step H, hydrolysis of 13.0 g (0.054 mole) of 4-(1-pyrrolyl)-1-indanyl acetate with 4.3 g of potassium hydroxide in 77 mL of water and 154 mL of ethanol gave 2.9 g of 4-(1-pyrrolyl)-1-indanol, m.p. 80°-81° C. Reactants: ice water, [H-].[Na+] (sodium hydride), FC1=C(C=CC(=C1)F)C1(OC1)CN1N=CN=C1 (2-(2,4-difluorophenyl)-2-[(1H-1,2,4-triazol-1-yl)methyl]-oxirane), [I-].C[S+](=O)(C)C (trimethylsulfoxonium iodide). Run in CS(=O)C (dimethyl sulfoxide). Reaction conditions: temperature 80 celsius, time 30 minute. The product is FC1=C(C=CC(=C1)F)C1(OCC1)CN1N=CN=C1 (2-(2,4-Difluorophenyl)-2-[(1H-1,2,4-triazol-1-yl)methyl]oxetane). The yield is 45.0%. Reaction SMILES: [H-].[Na+].[I-].[CH3:4][S+](C)(C)=O.[F:9][C:10]1[CH:15]=[C:14]([F:16])[CH:13]=[CH:12][C:11]=1[C:17]1([CH2:20][N:21]2[CH:25]=[N:24][CH:23]=[N:22]2)[CH2:19][O:18]1>CS(C)=O>[F:9][C:10]1[CH:15]=[C:14]([F:16])[CH:13]=[CH:12][C:11]=1[C:17]1([CH2:20][N:21]2[CH:25]=[N:24][CH:23]=[N:22]2)[CH2:19][CH2:4][O:18]1 |f:0.1,2.3|. Procedure: 101 mg (4.2 mmole) of sodium hydride (as a 60% w/w dispersion in mineral oil) were added to 10 ml of dimethyl sulfoxide, and the resulting mixture was stirred at 80° C. for 30 minutes. At the end of this time, the mixture was cooled, 928 mg (4.2 mmole) of trimethylsulfoxonium iodide were added thereto and the reaction temperature was allowed to rise to room temperature. The mixture was then stirred for 30 minutes, after which 501 mg (2.11 mmole) of 2-(2,4-difluorophenyl)-2-[(1H-1,2,4-triazol-1-y... Starting materials: ClC1=C(C(=CC=2C(CNCCC21)C2=CC=C(C=C2)SC)OC)OC (6-chloro-7,8-dimethoxy-1-(p-methylthiophenyl)-2,3,4,5-tetrahydro-1H-3-benzazepine), C(=O)O (formic acid), [OH-].[Na+] (sodium hydroxide). Run in C=O (formaldehyde). Yields the product ClC1=C(C(=CC=2C(CN(CCC21)C)C2=CC=C(C=C2)SC)OC)OC (6-chloro-7,8-dimethoxy-3-methyl-1-(p-methylthiophenyl)-2,3,4,5-tetrahydro-1H-3-benzazepine). As a reaction SMILES: [Cl:1][C:2]1[C:12]2[CH2:11][CH2:10][NH:9][CH2:8][CH:7]([C:13]3[CH:18]=[CH:17][C:16]([S:19][CH3:20])=[CH:15][CH:14]=3)[C:6]=2[CH:5]=[C:4]([O:21][CH3:22])[C:3]=1[O:23][CH3:24].[OH-].[Na+].[CH:27](O)=O>C=O>[Cl:1][C:2]1[C:12]2[CH2:11][CH2:10][N:9]([CH3:27])[CH2:8][CH:7]([C:13]3[CH:14]=[CH:15][C:16]([S:19][CH3:20])=[CH:17][CH:18]=3)[C:6]=2[CH:5]=[C:4]([O:21][CH3:22])[C:3]=1[O:23][CH3:24] |f:1.2|. Procedure details: A solution of 4 g of 6-chloro-7,8-dimethoxy-1-(p-methylthiophenyl)-2,3,4,5-tetrahydro-1H-3-benzazepine in 15 ml of formic acid and 10 ml of formaldehyde is refluxed for 18 hours. The reaction mixture is evaporated to dryness, 20 ml of 6N hydrochloric acid is added and the solution is again evaporated to dryness to give a liquid. The latter is treated with 20 ml of 10% sodium hydroxide solution and the mixture is extracted with ether. The dried extract is evaporated to give 6-chloro-7,8-dimethoxy... Starting materials: CN1CCCC1=O, O=C1Nc2nc(S(=O)(=O)Cc3ccccc3)ncc2CN1c1ccccc1Cl, NC1CCOCC1. The product is O=C1Nc2nc(NC3CCOCC3)ncc2CN1c1ccccc1Cl. As a reaction SMILES: [CH3:36][N:37]1[CH2:38][CH2:39][CH2:40][C:41]1=[O:42].[Cl:1][c:2]1[c:3]([N:8]2[C:9](=[O:28])[NH:10][c:11]3[n:12][c:13]([S:18]([CH2:19][c:20]4[cH:21][cH:22][cH:23][cH:24][cH:25]4)(=[O:26])=[O:27])[n:14][cH:15][c:16]3[CH2:17]2)[cH:4][cH:5][cH:6][cH:7]1.[NH2:29][CH:30]1[CH2:31][CH2:32][O:33][CH2:34][CH2:35]1>>[Cl:1][c:2]1[c:3]([N:8]2[C:9](=[O:28])[NH:10][c:11]3[n:12][c:13]([NH:29][CH:30]4[CH2:31][CH2:32][O:33][CH2:34][CH2:35]4)[n:14][cH:15][c:16]3[CH2:17]2)[cH:4][cH:5][cH:6][cH:7]1. The reactants are COc1cc(C#N)ccc1O, CC(C)C(C)(C)O, CC(=O)O, Cl, O, O=S(=O)(O)O. Product: COc1cc(C(=O)NC(C)(C)C(C)C)ccc1O. RXN SMILES: [C:1](#[N:2])[c:3]1[cH:4][c:5]([O:10][CH3:11])[c:6]([OH:9])[cH:7][cH:8]1.[CH3:12][C:13]([CH3:14])([CH:15]([CH3:16])[CH3:17])[OH:18].[CH3:26][C:27](=[O:28])[OH:29].[ClH:24].[OH2:25].[S:19]([OH:20])(=[O:21])(=[O:22])[OH:23]>>[C:1]([NH:2][C:13]([CH3:12])([CH3:14])[CH:15]([CH3:16])[CH3:17])([c:3]1[cH:4][c:5]([O:10][CH3:11])[c:6]([OH:9])[cH:7][cH:8]1)=[O:20].